From a dataset of the Open Reaction Database (ORD), a public repository of structured organic reaction records. describe an organic reaction: reactants, conditions, products, and yield Starting materials: C1CCOC1, [Li]CCCC, COc1cccc(CC2CCCCC2=O)c1C, Cl, c1ccc(-c2ncoc2-c2ccccc2)cc1. Yields the product COc1cccc(CC2CCCC=C2c2nc(-c3ccccc3)c(-c3ccccc3)o2)c1C. RXN SMILES: [CH2:41]1[O:42][CH2:43][CH2:44][CH2:45]1.[CH3:18][CH2:19][CH2:20][CH2:21][Li:22].[CH3:23][O:24][c:25]1[c:26]([CH3:39])[c:27]([CH2:28][CH:29]2[C:30](=[O:35])[CH2:31][CH2:32][CH2:33][CH2:34]2)[cH:36][cH:37][cH:38]1.[ClH:40].[c:1]1(-[c:7]2[n:8][cH:9][o:10][c:11]2-[c:12]2[cH:13][cH:14][cH:15][cH:16][cH:17]2)[cH:2][cH:3][cH:4][cH:5][cH:6]1>>[c:1]1(-[c:7]2[n:8][c:9]([C:30]3=[CH:31][CH2:32][CH2:33][CH2:34][CH:29]3[CH2:28][c:27]3[c:26]([CH3:39])[c:25]([O:24][CH3:23])[cH:38][cH:37][cH:36]3)[o:10][c:11]2-[c:12]2[cH:13][cH:14][cH:15][cH:16][cH:17]2)[cH:2][cH:3][cH:4][cH:5][cH:6]1. Starting materials: C=CC(=O)OCC, Clc1ccccc1. The product is CCOC(=O)C=Cc1ccccc1. As a reaction SMILES: [C:1]([CH:2]=[CH2:3])(=[O:4])[O:5][CH2:6][CH3:7].[Cl:8][c:9]1[cH:10][cH:11][cH:12][cH:13][cH:14]1>>[C:1]([CH:2]=[CH:3][c:9]1[cH:10][cH:11][cH:12][cH:13][cH:14]1)(=[O:4])[O:5][CH2:6][CH3:7]. Starting materials: BrC1=CC=C(C=C1)O (4-Bromophenol), C(=O)([O-])[O-].[K+].[K+] (K2CO3), CC1=CC=C(C=C1)S(=O)(=O)OC1COC1 (oxetan-3-yl 4-methylbenzenesulfonate). Run in CN(C)C=O (DMF), CCOC(=O)C (EtOAc). Reaction conditions: temperature 100 celsius, time 24 hour. The product is BrC1=CC=C(OC2COC2)C=C1 (3-(4-Bromophenoxy)oxetane). As a reaction SMILES: [Br:1][C:2]1[CH:7]=[CH:6][C:5]([OH:8])=[CH:4][CH:3]=1.C([O-])([O-])=O.[K+].[K+].CC1C=CC(S(O[CH:26]2[CH2:29][O:28][CH2:27]2)(=O)=O)=CC=1>CN(C=O)C.CCOC(C)=O>[Br:1][C:2]1[CH:7]=[CH:6][C:5]([O:8][CH:26]2[CH2:29][O:28][CH2:27]2)=[CH:4][CH:3]=1 |f:1.2.3|. Procedure details: 4-Bromophenol (2.5 g, 14.5 mmol) and K2CO3 (5.45 g, 39.4 mmol) were added to a solution of oxetan-3-yl 4-methylbenzenesulfonate (3.00 g, 13.1 mmol) in DMF (10 mL) in a sealed tube. The reaction was heated to 100° C. and stirred at this temperature for 24 h. The reaction was diluted with EtOAc and washed with water. The organic layer was dried (MgSO4), filtered and concentrated to afford the title compound. MS (GCMS) m/z 228. This material was used in subsequent steps without further purification...